From a dataset of the Open Reaction Database (ORD), a public repository of structured organic reaction records. describe an organic reaction: reactants, conditions, products, and yield RXN SMILES: [CH3:1][O:2][c:3]1[c:4](-[c:11]2[n:12][n:13]([CH2:39][O:40][CH2:41][CH2:42][Si:43]([CH3:44])([CH3:45])[CH3:46])[c:14]3[n:15][cH:16][c:17](-[c:20]4[cH:21][c:22]([C:26](=[O:27])[N:28]5[CH2:29][CH2:30][N:31]([CH2:34][CH2:35][N:36]([CH3:37])[CH3:38])[CH2:32][CH2:33]5)[cH:23][cH:24][cH:25]4)[cH:18][c:19]23)[c:5]([O:9][CH3:10])[cH:6][cH:7][cH:8]1.[CH3:54][C:55](=[O:56])[OH:57].[Cl+3:49]([OH:50])([O-:51])([O-:52])[O-:53].[Na+:48].[OH-:47]>>[CH3:1][O:2][c:3]1[c:4](-[c:11]2[n:12][nH:13][c:14]3[n:15][cH:16][c:17](-[c:20]4[cH:21][c:22]([C:26](=[O:27])[N:28]5[CH2:29][CH2:30][N:31]([CH2:34][CH2:35][N:36]([CH3:37])[CH3:38])[CH2:32][CH2:33]5)[cH:23][cH:24][cH:25]4)[cH:18][c:19]23)[c:5]([O:9][CH3:10])[cH:6][cH:7][cH:8]1. Reactants: COc1cccc(OC)c1-c1nn(COCC[Si](C)(C)C)c2ncc(-c3cccc(C(=O)N4CCN(CCN(C)C)CC4)c3)cc12, CC(=O)O, [O-][Cl+3]([O-])([O-])O, [Na+], [OH-]. Product: COc1cccc(OC)c1-c1n[nH]c2ncc(-c3cccc(C(=O)N4CCN(CCN(C)C)CC4)c3)cc12. Starting materials: COc1ccc(CC(NC(=O)OCc2ccccc2)C(O)CN2CCCC2C(=O)OC(C)(C)C)cc1, NC(=O)CC(NC(=O)OCc1ccccc1)C(=O)O, CCO. The product is COc1ccc(CC(NC(=O)C(CC(N)=O)NC(=O)OCc2ccccc2)C(O)CN2CCCC2C(=O)OC(C)(C)C)cc1. RXN SMILES: [C:1]([CH3:2])([CH3:3])([CH3:4])[O:5][C:6]([CH:7]1[N:8]([CH2:12][CH:13]([CH:14]([CH2:15][c:16]2[cH:17][cH:18][c:19]([O:22][CH3:23])[cH:20][cH:21]2)[NH:24][C:25](=[O:26])[O:27][CH2:28][c:29]2[cH:30][cH:31][cH:32][cH:33][cH:34]2)[OH:35])[CH2:9][CH2:10][CH2:11]1)=[O:36].[CH2:37]([c:38]1[cH:39][cH:40][cH:41][cH:42][cH:43]1)[O:44][C:45](=[O:46])[NH:47][CH:48]([CH2:49][C:50]([NH2:51])=[O:52])[C:53]([OH:54])=[O:55].[CH3:56][CH2:57][OH:58]>>[C:1]([CH3:2])([CH3:3])([CH3:4])[O:5][C:6]([CH:7]1[N:8]([CH2:12][CH:13]([CH:14]([CH2:15][c:16]2[cH:17][cH:18][c:19]([O:22][CH3:23])[cH:20][cH:21]2)[NH:24][C:25](=[O:26])[CH:48]([NH:47][C:45]([O:44][CH2:37][c:38]2[cH:39][cH:40][cH:41][cH:42][cH:43]2)=[O:46])[CH2:49][C:50]([NH2:51])=[O:52])[OH:35])[CH2:9][CH2:10][CH2:11]1)=[O:36]. Reactants: COc1ccc(C(C)=CBr)cc1F, Cc1ccc2[nH]c3c(c2c1)CCN(C)CC3, [Cu]I, [K+], [K+], [K+], CN(C)C=O, O=C(O)C1CCCN1, O=P([O-])([O-])[O-]. The product is COc1ccc(C(C)=Cn2c3c(c4cc(C)ccc42)CCN(C)CC3)cc1F. Reaction SMILES: [Br:33][CH:34]=[C:35]([CH3:36])[c:37]1[cH:38][c:39]([F:45])[c:40]([O:43][CH3:44])[cH:41][cH:42]1.[CH3:1][N:2]1[CH2:3][CH2:4][c:5]2[nH:6][c:7]3[cH:8][cH:9][c:10]([CH3:16])[cH:11][c:12]3[c:13]2[CH2:14][CH2:15]1.[Cu:51][I:52].[K+:30].[K+:31].[K+:32].[O:46]=[CH:47][N:48]([CH3:49])[CH3:50].[OH:17][C:18]([CH:19]1[NH:20][CH2:21][CH2:22][CH2:23]1)=[O:24].[P:25]([O-:26])([O-:27])([O-:28])=[O:29]>>[CH3:1][N:2]1[CH2:3][CH2:4][c:5]2[n:6]([CH:34]=[C:35]([CH3:36])[c:37]3[cH:38][c:39]([F:45])[c:40]([O:43][CH3:44])[cH:41][cH:42]3)[c:7]3[cH:8][cH:9][c:10]([CH3:16])[cH:11][c:12]3[c:13]2[CH2:14][CH2:15]1. Reactants: NC1CCN(CC1)C(=O)C1=CC=C(C=C1)C(=O)N1CCC(CC1)N ([4-(4-Amino-piperidine-1-carbonyl)-phenyl]-(4-amino-piperidin-1-yl)-methanone), C(C)(=O)O (acetic acid), Br (HBr). Run in C(Cl)Cl (DCM). Reaction conditions: time 8 hour. The product is Br.Br.NC1CCN(CC1)C(=O)C1=CC=C(C=C1)C(=O)N1CCC(CC1)N ([4-(4-Amino-piperidine-1-carbonyl)-phenyl]-(4-amino-piperidin-1-yl)-methanone dihydrobromide). RXN SMILES: [NH2:1][CH:2]1[CH2:7][CH2:6][N:5]([C:8]([C:10]2[CH:15]=[CH:14][C:13]([C:16]([N:18]3[CH2:23][CH2:22][CH:21]([NH2:24])[CH2:20][CH2:19]3)=[O:17])=[CH:12][CH:11]=2)=[O:9])[CH2:4][CH2:3]1.C(O)(=O)C.[BrH:29]>C(Cl)Cl>[BrH:29].[BrH:29].[NH2:24][CH:21]1[CH2:22][CH2:23][N:18]([C:16]([C:13]2[CH:14]=[CH:15][C:10]([C:8]([N:5]3[CH2:6][CH2:7][CH:2]([NH2:1])[CH2:3][CH2:4]3)=[O:9])=[CH:11][CH:12]=2)=[O:17])[CH2:19][CH2:20]1 |f:4.5.6|. Procedure details: A mixture comprising the product from Step 1 (1.34 g, 2.53 mmol) in 33% HBr in acetic acid (13.4 mL, 25.3 mmol) is stirred at room temperature overnight. The resulting suspension is diluted with DCM (10-20 mL) and filtered under vacuum. The recovered solid is dried under vacuum for 2 days to afford the title compound. [MH+ 331.16] Starting materials: ClC1=NC=NC(=C1)C1=CC(=CC=C1)C#N (4-chloro-6-(3-cyanophenyl)-pyrimidine), [Cu](C#N)C#N (copper cyanide). Run in CN(C=O)C (N,N-dimethylformamide). Product: C(#N)C1=NC=NC(=C1)C1=CC(=CC=C1)C#N (4-cyano-6-(3-cyanophenyl)-pyrimidine). As a reaction SMILES: Cl[C:2]1[CH:7]=[C:6]([C:8]2[CH:13]=[CH:12][CH:11]=[C:10]([C:14]#[N:15])[CH:9]=2)[N:5]=[CH:4][N:3]=1.[Cu](C#N)[C:17]#[N:18]>CN(C)C=O>[C:17]([C:2]1[CH:7]=[C:6]([C:8]2[CH:13]=[CH:12][CH:11]=[C:10]([C:14]#[N:15])[CH:9]=2)[N:5]=[CH:4][N:3]=1)#[N:18]. Reported procedure: 4-chloro-6-(3-cyanophenyl)-pyrimidine is reacted with copper cyanide in boiling N,N-dimethylformamide to give the title compound. Starting materials: C(C)(C)(C)OC(=O)CC(C(=O)N[C@@H](C(C)(C)C)C(=O)NC)CC1CCC1 (N2[2(RS)[tert-butoxycarbonylmethyl]-3-cyclobutylpropionyl]-N1,3-dimethyl-L-valinamide). The solvent is FC(C(=O)O)(F)F (trifluoroacetic acid). Reaction conditions: time 2.5 hour. Product: C(=O)(O)CC(C(=O)N[C@@H](C(C)(C)C)C(=O)NC)CC1CCC1 (N2-[2(RS)[carboxymethyl]-3-cyclobutylpropionyl]-N1,3-dimethyl-L-valinamide). Isolated yield 103.3%. As a reaction SMILES: C([O:5][C:6]([CH2:8][CH:9]([CH2:22][CH:23]1[CH2:26][CH2:25][CH2:24]1)[C:10]([NH:12][C@H:13]([C:18]([NH:20][CH3:21])=[O:19])[C:14]([CH3:17])([CH3:16])[CH3:15])=[O:11])=[O:7])(C)(C)C>FC(F)(F)C(O)=O>[C:6]([CH2:8][CH:9]([CH2:22][CH:23]1[CH2:24][CH2:25][CH2:26]1)[C:10]([NH:12][C@H:13]([C:18]([NH:20][CH3:21])=[O:19])[C:14]([CH3:17])([CH3:16])[CH3:15])=[O:11])([OH:7])=[O:5]. Procedure details: A solution of 1.37 g of N2[2(RS)[tert-butoxycarbonylmethyl]-3-cyclobutylpropionyl]-N1,3-dimethyl-L-valinamide as a 1:1 mixture of diastereoisomers in 20 ml of trifluoroacetic acid was stirred at room temperature for 2.5 hours. The solvent was removed by evaporation to leave an oil which was partitioned between diethyl ether and 5% sodium hydrogen carbonate solution. The aqueous phase was acidified with hydrochloric acid and extracted with dichloromethane. The organic layer was dried over anhydro... Starting materials: C(C)(C)(C)N(OC(C)C1=CC=C(C=C1)CCl)C(C(C)C)C1=CC=CC=C1 (N-tert-Butyl-O-[1-(4-chloromethyl-phenyl)-ethyl]-N-(2-methyl-1-phenyl-propyl)-hydroxylamine), [I-].[Na+] (sodium iodide). The solvent is CC(=O)C (acetone). Conditions: time 24 hour. Product: C(C)(C)(C)N(OC(C)C1=CC=C(C=C1)CI)C(C(C)C)C1=CC=CC=C1 (N-tert-Butyl-O-[1-(4-iodomethyl-phenyl)-ethyl]-N-(2-methyl-1-phenyl-propyl)-hydroxylamine), oil. Isolated yield 88.3%. RXN SMILES: [C:1]([N:5]([CH:17]([C:21]1[CH:26]=[CH:25][CH:24]=[CH:23][CH:22]=1)[CH:18]([CH3:20])[CH3:19])[O:6][CH:7]([C:9]1[CH:14]=[CH:13][C:12]([CH2:15]Cl)=[CH:11][CH:10]=1)[CH3:8])([CH3:4])([CH3:3])[CH3:2].[I-:27].[Na+]>CC(C)=O>[C:1]([N:5]([CH:17]([C:21]1[CH:26]=[CH:25][CH:24]=[CH:23][CH:22]=1)[CH:18]([CH3:20])[CH3:19])[O:6][CH:7]([C:9]1[CH:14]=[CH:13][C:12]([CH2:15][I:27])=[CH:11][CH:10]=1)[CH3:8])([CH3:4])([CH3:3])[CH3:2] |f:1.2|. Procedure details: To a 50-mL round-bottom flask equipped with a magnetic stirbar was added chloromethyl alkoxyamine 3 (1.789 g, 4.784 mmol) and acetone (20 mL). To the resulting solution was added sodium iodide (2.869 g, 19.14 mmol, 4 equiv) and the reaction mixture was capped with a rubber septum and allowed to stir for 24 hours at room temperature. The sodium chloride side product was remove by gravity filtration, and the filtrate was concentrated on a rotary evaporator. The crude oily product was purified by f... The reactants are 10, CC1=NC2=C(N1)C=CC=C2C(=O)OCC (ethyl 2-methyl-1H-benzimidazole-4-carboxylate), O1CCCC1 (tetrahydrofuran), [AlH4-].[Li+] (lithium tetrahydroaluminate), O1CCCC1 (tetrahydrofuran), C(C)(=O)OCC (ethyl acetate). The solvent is O (water). Isolated yield 79.4%. RXN SMILES: [CH3:1][C:2]1[NH:6][C:5]2[CH:7]=[CH:8][CH:9]=[C:10]([C:11](OCC)=[O:12])[C:4]=2[N:3]=1.O1CCCC1.[AlH4-].[Li+].C(OCC)(=O)C>O>[CH3:1][C:2]1[NH:6][C:5]2[CH:7]=[CH:8][CH:9]=[C:10]([CH2:11][OH:12])[C:4]=2[N:3]=1 |f:2.3|. Procedure details: (a-2) A cooled (0° C.) solution of 10 parts of ethyl 2-methyl-1H-benzimidazole-4-carboxylate in 45 parts of tetrahydrofuran was added dropwise to a suspension of 4 parts of lithium tetrahydroaluminate in 45 parts of tetrahydrofuran. Upon complete addition, the temperature was allowed to reach room temperature. After the addition of ethyl acetate and water, the reaction mixture was filtered over diatomaceous earth. The filtrate was evaporated, yielding 6.3 parts (79.4%) of 2-methyl-1H-benzimidazo... Yields the product CC1=NC2=C(N1)C=CC=C2CO (2-methyl-1H-benzimidazole-4-methanol). Starting materials: C1=C2C(=CC3=C1C(=O)OC3=O)C(=O)OC2=O (pyromellitic acid dianhydride), OC=1C(=NC2=CC=CC=C2C1C(=O)O)C (3-hydroxy-2-methyl-quinoline-4-carboxylic acid), [N+](=O)([O-])C1=CC=CC=C1 (nitrobenzene). Run at time 1 hour. The product is C1=CC=C2C(=C1)C=CC(=N2)C3C(=O)C4=CC=CC=C4C3=O (quinophthalone). Reaction SMILES: [CH:1]1[C:6]2C(OC(=O)[C:5]=2[CH:4]=[C:3]2[C:12]([O:14][C:15](=[O:16])[C:2]=12)=O)=O.O[C:18]1[C:19]([CH3:31])=[N:20][C:21]2[C:26]([C:27]=1C(O)=O)=[CH:25][CH:24]=[CH:23][CH:22]=2.[N+](C1C=CC=CC=1)([O-])=O>>[CH:24]1[CH:25]=[C:26]2[CH:27]=[CH:18][C:19]([CH:31]3[C:15](=[O:16])[C:2]4[C:3](=[CH:4][CH:5]=[CH:6][CH:1]=4)[C:12]3=[O:14])=[N:20][C:21]2=[CH:22][CH:23]=1. Procedure details: 65.4 Parts of pyromellitic acid dianhydride and 61 parts of 3-hydroxy-2-methyl-quinoline-4-carboxylic acid are heated under reflux at 205° in 1000 parts of nitrobenzene for 1 hour, distilling off the water produced by the reaction. The mixture is held at this temperature for 31/2 hours. The mixture is then cooled to 10° and after stirring at this temperature for 1 hour, is filtered and the product is washed in toluene and ethanol. 93 parts of a dark brown quinophthalone intermediate result. The reactants are Cl (hydrochloric acid), O1CCCC1 (tetrahydrofuran), C1(=CC=CC=C1)C(C(=O)O)CCCCCCCCC (phenylundecanoic acid), B (borane), O1CCCC1 (tetrahydrofuran). The solvent is O (water). Run at time 5.5 hour. Product: C1(=CC=CC=C1)CCCCCCCCCCCO (11-Phenyl-1-undecanol). As a reaction SMILES: B.[C:2]1([CH:8]([CH2:12][CH2:13][CH2:14][CH2:15][CH2:16][CH2:17][CH2:18][CH2:19][CH3:20])C(O)=O)[CH:7]=[CH:6][CH:5]=[CH:4][CH:3]=1.Cl.[O:22]1CCC[CH2:23]1>O>[C:2]1([CH2:8][CH2:12][CH2:13][CH2:14][CH2:15][CH2:16][CH2:17][CH2:18][CH2:19][CH2:20][CH2:23][OH:22])[CH:3]=[CH:4][CH:5]=[CH:6][CH:7]=1. Reported procedure: To 200 ml. of 1 M borane in tetrahydrofuran, cooled in an ice bath under nitrogen, is added dropwise over 35 minutes, a solution of 52.5 g. of phenylundecanoic acid in 150 ml. of tetrahydrofuran. The solution is allowed to stand at room temperature for 5.5 hours and poured onto ice. To the mixture is added 8 ml. of concentrated hydrochloric acid and the mixture is diluted with water to 2.2 liters. The mixture is extracted with ether (ca 500 ml.) and the extracts dried over magnesium sulfate. Con...